This data is from the Open Reaction Database (ORD), a public repository of structured organic reaction records. The task is: describe an organic reaction: reactants, conditions, products, and yield Starting materials: C(C1=CC=CC=C1)OC(NC1CC(CCC1)C1=NC2=C(C(N(C=C2)CC)=O)N1)=O ([3-(5-ethyl-4-oxo-4,5-dihydro-3H-imidazo[4,5-c]pyridin-2-yl)-cyclohexyl]-carbamic acid benzyl ester), C(=O)([O-])[O-].[Cs+].[Cs+] (Cs2CO3), C(#N)C1=C(CBr)C=CC=C1 (2-cyanobenzyl bromide). Run in CN(C)C=O (DMF), CN(C)C=O (DMF), O (water). Reaction conditions: time 17 hour. The product is C(C1=CC=CC=C1)OC(NC1CC(CCC1)C1=NC2=C(C(N(C=C2)CC)=O)N1CC1=C(C=CC=C1)C#N)=O ({3-[3-(2-cyano-benzyl)-5-ethyl-4-oxo-4,5-dihydro-3H-imidazo[4,5-c]pyridin-2-yl]-cyclohexyl}-carbamic acid benzyl ester). Yield: 54.9%. Reaction SMILES: [CH2:1]([O:8][C:9](=[O:29])[NH:10][CH:11]1[CH2:16][CH2:15][CH2:14][CH:13]([C:17]2[NH:28][C:20]3[C:21](=[O:27])[N:22]([CH2:25][CH3:26])[CH:23]=[CH:24][C:19]=3[N:18]=2)[CH2:12]1)[C:2]1[CH:7]=[CH:6][CH:5]=[CH:4][CH:3]=1.C([O-])([O-])=O.[Cs+].[Cs+].[C:36]([C:38]1[CH:45]=[CH:44][CH:43]=[CH:42][C:39]=1[CH2:40]Br)#[N:37]>CN(C=O)C.O>[CH2:1]([O:8][C:9](=[O:29])[NH:10][CH:11]1[CH2:16][CH2:15][CH2:14][CH:13]([C:17]2[N:28]([CH2:40][C:39]3[CH:42]=[CH:43][CH:44]=[CH:45][C:38]=3[C:36]#[N:37])[C:20]3[C:21](=[O:27])[N:22]([CH2:25][CH3:26])[CH:23]=[CH:24][C:19]=3[N:18]=2)[CH2:12]1)[C:2]1[CH:7]=[CH:6][CH:5]=[CH:4][CH:3]=1 |f:1.2.3|. Procedure: To a solution of [3-(5-ethyl-4-oxo-4,5-dihydro-3H-imidazo[4,5-c]pyridin-2-yl)-cyclohexyl]-carbamic acid benzyl ester (0.1 g, 0.25 mmol) in DMF (3 mL) were added Cs2CO3 (0.17 g, 0.51 mmol) and 60 mg (0.30 mmol) of 2-cyanobenzyl bromide as a solution in 3 mL of DMF. After stirring at room temperature for 17 h, the reaction mixture was diluted with water (10 mL) then extracted with CH2Cl2. The combined extracts were dried with MgSO4, and concentrated in vacuo. The crude product was purified by flas... Starting materials: C#CCN(CC)CC, C1CCNC1, [Cl-], C1COCCO1. Product: CCN(CC)CC#CCN1CCCC1. Reaction SMILES: [CH2:1]([CH3:2])[N:3]([CH2:4][C:5]#[CH:6])[CH2:7][CH3:8].[CH2:9]1[CH2:10][CH2:11][NH:12][CH2:13]1.[Cl-:14].[O:15]1[CH2:16][CH2:20][O:19][CH2:18][CH2:17]1>>[CH2:1]([CH3:2])[N:3]([CH2:4][C:5]#[C:6][CH2:16][N:12]1[CH2:11][CH2:10][CH2:9][CH2:13]1)[CH2:7][CH3:8]. Starting materials: C(C)(C)(C)N1N=CC(=C1C1=CC=C(C=C1)F)C=1SC=C(N1)CC(=O)O (2-(2-(1-tert-butyl-5-(4-fluorophenyl)-1H-pyrazol-4-yl)thiazol-4-yl)acetic acid), N1(C=NC=C1)C=1C=C(C=CC1)CN ((3-(1H-imidazol-1-yl)phenyl)methanamine). The product is C(C)(C)(C)N1N=CC(=C1C1=CC=C(C=C1)F)C=1SC=C(N1)CC(=O)NCC1=CC(=CC=C1)N1C=NC=C1 (2-{2-[1-tert-butyl-5-(4-fluorophenyl)-1H-pyrazol-4-yl]-1,3-thiazol-4-yl}-N-[3-(1H-imidazol-1-yl)benzyl]acetamide). RXN SMILES: [C:1]([N:5]1[C:9]([C:10]2[CH:15]=[CH:14][C:13]([F:16])=[CH:12][CH:11]=2)=[C:8]([C:17]2[S:18][CH:19]=[C:20]([CH2:22][C:23](O)=[O:24])[N:21]=2)[CH:7]=[N:6]1)([CH3:4])([CH3:3])[CH3:2].[N:26]1([C:31]2[CH:32]=[C:33]([CH2:37][NH2:38])[CH:34]=[CH:35][CH:36]=2)[CH:30]=[CH:29][N:28]=[CH:27]1>>[C:1]([N:5]1[C:9]([C:10]2[CH:11]=[CH:12][C:13]([F:16])=[CH:14][CH:15]=2)=[C:8]([C:17]2[S:18][CH:19]=[C:20]([CH2:22][C:23]([NH:38][CH2:37][C:33]3[CH:34]=[CH:35][CH:36]=[C:31]([N:26]4[CH:30]=[CH:29][N:28]=[CH:27]4)[CH:32]=3)=[O:24])[N:21]=2)[CH:7]=[N:6]1)([CH3:3])([CH3:2])[CH3:4]. Reported procedure: Using 2-(2-(1-tert-butyl-5-(4-fluorophenyl)-1H-pyrazol-4-yl)thiazol-4-yl)acetic acid and (3-(1H-imidazol-1-yl)phenyl)methanamine and by reaction and purification in the same manner as in the method described in Example 1, step 7, the title compound was obtained. Reactants: N1(N=NC2=C1C=CC=C2)OC(C2=CC=C(C=C2)OCCCCC)=O (4-n-pentyloxybenzoic acid benzotriazole-1-yl ester), NNC(=S)N (thiosemicarbazide), C(C)(C)OC(C)C (diisopropyl ether). Solvent: CN(C=O)C (N,N-dimethylformamide). Conditions: time 7 hour. The product is C(CCCC)OC1=CC=C(C(=O)NNC(=S)N)C=C1 (1-(4-n-pentyloxybenzoyl)-3-thiosemicarbazide). Isolated yield 115.6%. As a reaction SMILES: N1(O[C:11](=[O:24])[C:12]2[CH:17]=[CH:16][C:15]([O:18][CH2:19][CH2:20][CH2:21][CH2:22][CH3:23])=[CH:14][CH:13]=2)C2C=CC=CC=2N=N1.[NH2:25][NH:26][C:27]([NH2:29])=[S:28].C(OC(C)C)(C)C>CN(C)C=O>[CH2:19]([O:18][C:15]1[CH:14]=[CH:13][C:12]([C:11]([NH:25][NH:26][C:27]([NH2:29])=[S:28])=[O:24])=[CH:17][CH:16]=1)[CH2:20][CH2:21][CH2:22][CH3:23]. Procedure: To a solution of 4-n-pentyloxybenzoic acid benzotriazole-1-yl ester (20 g) in N,N-dimethylformamide (100 ml) was added thiosemicarbazide (6.73 g) and stirred for 7 hours at ambient temperature. The reaction mixture was pulverized with diisopropyl ether. The precipitate was collected by filtration to give 1-(4-n-pentyloxybenzoyl)-3-thiosemicarbazide (20 g). The reactants are N[C@@H]1CN(CC1)C1=NC(=C2N=CN(C2=N1)C(C)C)NC1=CC=C(C=C1)N1CCN(CC1)C ((S)-2-(3-Aminopyrrolidin-1-yl)-9-isopropyl-N-(4-(4-methylpiperazin-1-yl)phenyl) -9H-purin-6-amine), CCCP(=O)=O (Propylphosphonic anhydride), CCN(C(C)C)C(C)C (DIPEA), C(C=C)(=O)O (acrylic acid), C(=O)([O-])[O-].[Na+].[Na+] (Na2CO3). Run in C(C)(=O)OCC (ethyl acetate), O (Water), CN(C)C=O (DMF). Reaction conditions: time 15 minute. Product: C(C)(C)N1C2=NC(=NC(=C2N=C1)NC1=CC=C(C=C1)N1CCN(CC1)C)N1C[C@H](CC1)NC(C=C)=O ((S)-N-(1-(9-isopropyl-6-((4-(4-methylpiperazin-1-yl)phenyl)amino)-9H-purin-2-yl)pyrrolidin-3-yl)acrylamide). The yield is 34.1%. As a reaction SMILES: [NH2:1][C@H:2]1[CH2:6][CH2:5][N:4]([C:7]2[N:15]=[C:14]3[C:10]([N:11]=[CH:12][N:13]3[CH:16]([CH3:18])[CH3:17])=[C:9]([NH:19][C:20]3[CH:25]=[CH:24][C:23]([N:26]4[CH2:31][CH2:30][N:29]([CH3:32])[CH2:28][CH2:27]4)=[CH:22][CH:21]=3)[N:8]=2)[CH2:3]1.CCN(C(C)C)C(C)C.[C:42](O)(=[O:45])[CH:43]=[CH2:44].CCCP(=O)=O.C([O-])([O-])=O.[Na+].[Na+]>CN(C=O)C.C(OCC)(=O)C.O>[CH:16]([N:13]1[CH:12]=[N:11][C:10]2[C:14]1=[N:15][C:7]([N:4]1[CH2:5][CH2:6][C@H:2]([NH:1][C:42](=[O:45])[CH:43]=[CH2:44])[CH2:3]1)=[N:8][C:9]=2[NH:19][C:20]1[CH:21]=[CH:22][C:23]([N:26]2[CH2:31][CH2:30][N:29]([CH3:32])[CH2:28][CH2:27]2)=[CH:24][CH:25]=1)([CH3:18])[CH3:17] |f:4.5.6|. Procedure: (S)-2-(3-Aminopyrrolidin-1-yl)-9-isopropyl-N-(4-(4-methylpiperazin-1-yl)phenyl) -9H-purin-6-amine (436 mg, 1 mmol) was suspended in DMF (3.3 mL). DIPEA (0.53 mL, 3 mmol, 3 mol eq) and acrylic acid (73 μL, 1.05 mmol, 1.05 mol eq) were added to give a suspension. Propylphosphonic anhydride (CAS 68957-94-8, 50% in DMF, 0.7 mL, 1.2 mmol, 1.2 mol eq) was added in one portion. The reaction mixture warmed up slightly to afford a solution. After 15 min, aqueous Na2CO3 (1 M, 2 mL, 2 mmol) was added and s...